Dataset: the Open Reaction Database (ORD), a public repository of structured organic reaction records. Task: describe an organic reaction: reactants, conditions, products, and yield Reactants: BrC1=COC=2C1=NC(=CC2)C=2OC(=NN2)C (3-bromo-5-(5-methyl-1,3,4-oxadiazol-2-yl)furo[3,2-b]pyridine), FC(OC=1C=C(C=CC1)B(O)O)(F)F ([3-(trifluoromethoxy)phenyl]boronic acid). Yields the product CC1=NN=C(O1)C1=CC=C2C(=N1)C(=CO2)C2=CC(=CC=C2)OC(F)(F)F (5-(5-methyl-1,3,4-oxadiazol-2-yl)-3-[3-(trifluoromethoxy)phenyl]furo[3,2-b]pyridine). Yield: 57.0%. RXN SMILES: Br[C:2]1[C:6]2=[N:7][C:8]([C:11]3[O:12][C:13]([CH3:16])=[N:14][N:15]=3)=[CH:9][CH:10]=[C:5]2[O:4][CH:3]=1.[F:17][C:18]([F:30])([F:29])[O:19][C:20]1[CH:21]=[C:22](B(O)O)[CH:23]=[CH:24][CH:25]=1>>[CH3:16][C:13]1[O:12][C:11]([C:8]2[N:7]=[C:6]3[C:2]([C:22]4[CH:23]=[CH:24][CH:25]=[C:20]([O:19][C:18]([F:17])([F:29])[F:30])[CH:21]=4)=[CH:3][O:4][C:5]3=[CH:10][CH:9]=2)=[N:15][N:14]=1. Procedure: In the same manner as in Example 132 and using 3-bromo-5-(5-methyl-1,3,4-oxadiazol-2-yl)furo[3,2-b]pyridine instead of 2-(3-bromo-1-benzofuran-5-yl)-5-methyl-1,3,4-oxadiazole, using [3-(trifluoromethoxy)phenyl]boronic acid instead of (4-fluorophenyl)boronic acid, and using [1,1′-bis(diphenylphosphino)ferrocene]palladium(II) chloride dichloromethane complex instead of tetrakis(triphenylphosphine)palladium(0), the title compound (yield 57%) was obtained as colorless crystals. Reactants: ClN1C(CCC1=O)=O (N-Chlorosuccinimide), OC=1SC=CC1 (hydroxythiophen), OC1=C(SC=C1C)C(=O)OC (Methyl 3-hydroxy-4-methylthiophene-2-carboxylate). The solvent is C(Cl)(Cl)(Cl)Cl (carbon tetrachloride). Yields the product ClC1(SC=C(C1=O)C)C(=O)OC (Methyl 2-chloro-4-methyl-3-oxo-2,3-dihydrothiophene-2-carboxylate). Reaction SMILES: [Cl:1]N1C(=O)CCC1=O.OC1SC=CC=1.[OH:15][C:16]1[C:20]([CH3:21])=[CH:19][S:18][C:17]=1[C:22]([O:24][CH3:25])=[O:23]>C(Cl)(Cl)(Cl)Cl>[Cl:1][C:17]1([C:22]([O:24][CH3:25])=[O:23])[C:16](=[O:15])[C:20]([CH3:21])=[CH:19][S:18]1. Procedure details: N-Chlorosuccinimide (0.027 mol) was added to a stirred solution of the hydroxythiophen of (c) above (3 g) in 8 ml of carbon tetrachloride.